Dataset: the Open Reaction Database (ORD), a public repository of structured organic reaction records. Task: describe an organic reaction: reactants, conditions, products, and yield Starting materials: C(C)(C)(C)OC(NC1=C(C=CC=C1C)OCCCBr)=O ([2-(3-Bromo-propoxy)-6-methyl-phenyl]-carbamic acid tert-butyl ester). The solvent is Cl (HCl), O1CCOCC1 (dioxane). Product: BrCCCOC1=C(C(=CC=C1)C)N (2-(3-bromo-propoxy)-6-methyl-phenylamine). As a reaction SMILES: C(OC(=O)[NH:7][C:8]1[C:13]([CH3:14])=[CH:12][CH:11]=[CH:10][C:9]=1[O:15][CH2:16][CH2:17][CH2:18][Br:19])(C)(C)C>Cl.O1CCOCC1>[Br:19][CH2:18][CH2:17][CH2:16][O:15][C:9]1[CH:10]=[CH:11][CH:12]=[C:13]([CH3:14])[C:8]=1[NH2:7]. Procedure: [2-(3-Bromo-propoxy)-6-methyl-phenyl]-carbamic acid tert-butyl ester was stirred in 4 M HCl in dioxane (50 mL) for 1.5 hrs with the formation of a white precipitation. Filtration, followed by several washes with ether, afforded 2-(3-bromo-propoxy)-6-methyl-phenylamine as a white solid (4.8 g). MS: 244.0 (M+H)+; tR=1.80 min (method 1). Reactants: O (water), CC(=O)C=1C=CC(=CC1)O (4-hydroxyacetophenone), CON=C(C(=O)OC)C1=C(C=CC=C1)CBr (methyl 2-bromomethylphenylglyoxylate O-methyloxime), C([O-])([O-])=O.[K+].[K+] (potassium carbonate). The solvent is CN(C=O)C (dimethylformamide). Product: CON=C(C(=O)OC)C1=C(C=CC=C1)COC1=CC=C(C=C1)C(C)=O (methyl 2-(4-acetylphenoxymethyl)phenylglyoxylate O-methyloxime). Isolated yield 73.9%. RXN SMILES: [CH3:1][C:2]([C:4]1[CH:5]=[CH:6][C:7]([OH:10])=[CH:8][CH:9]=1)=[O:3].[CH3:11][O:12][N:13]=[C:14]([C:19]1[CH:24]=[CH:23][CH:22]=[CH:21][C:20]=1[CH2:25]Br)[C:15]([O:17][CH3:18])=[O:16].C(=O)([O-])[O-].[K+].[K+].O>CN(C)C=O>[CH3:11][O:12][N:13]=[C:14]([C:19]1[CH:24]=[CH:23][CH:22]=[CH:21][C:20]=1[CH2:25][O:10][C:7]1[CH:8]=[CH:9][C:4]([C:2](=[O:3])[CH3:1])=[CH:5][CH:6]=1)[C:15]([O:17][CH3:18])=[O:16] |f:2.3.4|. Procedure details: 3.0 g (0.022 mol) of 4-hydroxyacetophenone and 6.0 g (0.021 mol) of methyl 2-bromomethylphenylglyoxylate O-methyloxime are dissolved in 30 ml of dimethylformamide, and 5.5 g (0.040 mol) of potassium carbonate are added. The mixture is stirred at room temperature for 24 hours, hydrolyzed with water and extracted with methyl tert-butyl ether. The organic phase is washed with water, dried and concentrated. 5.3 g (78%) of methyl 2-(4-acetylphenoxymethyl)phenylglyoxylate O-methyloxime are obtained as...